Dataset: the Open Reaction Database (ORD), a public repository of structured organic reaction records. Task: describe an organic reaction: reactants, conditions, products, and yield The reactants are BrC1=CC=C(C=C1)S(F)(F)(F)(F)F (1-bromo-4-pentafluorosulfanylbenzene), B1(OC(C(O1)(C)C)(C)C)B2OC(C(O2)(C)C)(C)C (bis(pinacolato)diboron), C(C)(=O)[O-].[K+] (potassium acetate), Pd(dppf)2, BrC1=CC(=C(C(=O)OC)C=C1S(=O)(=O)C)C (methyl 4-bromo-5-methanesulfonyl-2-methylbenzoate), C(=O)([O-])[O-].[Na+].[Na+] (Na2CO3), Pd(dppf)2. The solvent is CN(C)C=O (DMF), CC(OCC)=O (EA), O (water). Run at time 3 hour. Yields the product CS(=O)(=O)C1=C(C=C(C(=C1)C(=O)OC)C)C1=CC=C(C=C1)S(F)(F)(F)(F)F (Methyl 2-methanesulfonyl-5-methyl-4′-pentafluorosulfanylbiphenyl-4-carboxylate). Isolated yield 65.8%. As a reaction SMILES: Br[C:2]1[CH:7]=[CH:6][C:5]([S:8]([F:13])([F:12])([F:11])([F:10])[F:9])=[CH:4][CH:3]=1.B1(B2OC(C)(C)C(C)(C)O2)OC(C)(C)C(C)(C)O1.C([O-])(=O)C.[K+].Br[C:38]1[C:47]([S:48]([CH3:51])(=[O:50])=[O:49])=[CH:46][C:41]([C:42]([O:44][CH3:45])=[O:43])=[C:40]([CH3:52])[CH:39]=1.C([O-])([O-])=O.[Na+].[Na+]>CN(C=O)C.CC(=O)OCC.O>[CH3:51][S:48]([C:47]1[CH:46]=[C:41]([C:42]([O:44][CH3:45])=[O:43])[C:40]([CH3:52])=[CH:39][C:38]=1[C:2]1[CH:7]=[CH:6][C:5]([S:8]([F:13])([F:12])([F:11])([F:10])[F:9])=[CH:4][CH:3]=1)(=[O:49])=[O:50] |f:2.3,5.6.7|. Procedure: 150 mg of 1-bromo-4-pentafluorosulfanylbenzene were stirred together with 135 mg of bis(pinacolato)diboron, 156 mg of potassium acetate and 64 mg of Pd(dppf)2 in 4 ml of DMF at 80° C. for 2 h. Then 163 mg of methyl 4-bromo-5-methanesulfonyl-2-methylbenzoate, 337 mg of Na2CO3, 64 mg of Pd(dppf)2 and 2 ml of water were added, and stirring was continued at 80° C. for 3 h. Cooling was followed by dilution with 50 ml of EA and washing twice with 10 ml of water each time. The residue after drying over... The product is CCCC[Sn](CCCC)(CCCC)c1cn2cnc(S(=O)(=O)NC)c2s1. Starting materials: CCCC[Sn](Cl)(CCCC)CCCC, C1CCOC1, [Li]CCCC, CNS(=O)(=O)c1ncn2ccsc12, CCCCCC, CN(C)P(=O)(N(C)C)N(C)C, CCOC(C)=O, [Cl-], [NH4+]. RXN SMILES: [CH2:25]([CH2:26][CH2:27][CH3:28])[Sn:29]([CH2:30][CH2:31][CH2:32][CH3:33])([CH2:34][CH2:35][CH2:36][CH3:37])[Cl:38].[CH2:41]1[O:42][CH2:43][CH2:44][CH2:45]1.[CH2:7]([Li:8])[CH2:9][CH2:10][CH3:11].[CH3:12][NH:13][S:14](=[O:15])(=[O:16])[c:17]1[n:18][cH:19][n:20]2[c:21]1[s:22][cH:23][cH:24]2.[CH3:1][CH2:2][CH2:3][CH2:4][CH2:5][CH3:6].[CH3:46][N:47]([CH3:48])[P:49]([N:50]([CH3:51])[CH3:52])([N:53]([CH3:54])[CH3:55])=[O:56].[CH3:57][CH2:58][O:59][C:60](=[O:61])[CH3:62].[Cl-:39].[NH4+:40]>>[CH3:12][NH:13][S:14](=[O:15])(=[O:16])[c:17]1[n:18][cH:19][n:20]2[c:21]1[s:22][c:23]([Sn:29]([CH2:25][CH2:26][CH2:27][CH3:28])([CH2:30][CH2:31][CH2:32][CH3:33])[CH2:34][CH2:35][CH2:36][CH3:37])[cH:24]2. The reactants are [N+](=O)([O-])C=1C=C(C(=NC1)O)C1=CN=CS1 (5-nitro-3-thiazol-5-ylpyridin-2-ol). Reagents/catalysts: [Pd] (Pd/C). Solvent: CO (methanol). The product is NC=1C=C(C(=NC1)O)C1=CN=CS1 (5-Amino-3-thiazol-5-ylpyridin-2-ol). Yield: 90.1%. RXN SMILES: [N+:1]([C:4]1[CH:5]=[C:6]([C:11]2[S:15][CH:14]=[N:13][CH:12]=2)[C:7]([OH:10])=[N:8][CH:9]=1)([O-])=O>CO.[Pd]>[NH2:1][C:4]1[CH:5]=[C:6]([C:11]2[S:15][CH:14]=[N:13][CH:12]=2)[C:7]([OH:10])=[N:8][CH:9]=1. Reported procedure: A solution of 5-nitro-3-thiazol-5-ylpyridin-2-ol (218 mg, 0.977 mmol) and 10% Pd/C (100 mg) in methanol (5 mL) was hydrogenated under 1 atm at rt for 5 h. The resulting mixture was filtered through a Celite pad. The filtrate was concentrated under reduced pressure to give 170 mg of the title compound, which was used directly in the next step without purification. 1H-NMR (DMSO-d6, 400 MHz): δ=4.38 (s, br, 2H), 6.78 (d, J=2.8 Hz, 1H), 7.80 (d, J=2.8 Hz, 1H), 8.41 (s, 1H), 8.97 (s, 1H), 11.52 (s, b...